From a dataset of the Open Reaction Database (ORD), a public repository of structured organic reaction records. describe an organic reaction: reactants, conditions, products, and yield The reactants are ClCCCBr, CC[N+](CC)(CC)Cc1ccccc1, Cc1ccccc1, c1ccc2[nH]c(C3CCCCC3)nc2c1, [Cl-], [Na+], C1CCOC1, [OH-]. Product: ClCCCn1c(C2CCCCC2)nc2ccccc21. As a reaction SMILES: [Br:23][CH2:24][CH2:25][CH2:26][Cl:27].[CH2:29]([N+:30]([CH2:31][CH3:32])([CH2:33][CH3:34])[CH2:35][c:36]1[cH:37][cH:38][cH:39][cH:40][cH:41]1)[CH3:42].[CH3:43][c:44]1[cH:45][cH:46][cH:47][cH:48][cH:49]1.[CH:1]1([c:7]2[n:8][c:9]3[c:10]([nH:11]2)[cH:12][cH:13][cH:14][cH:15]3)[CH2:2][CH2:3][CH2:4][CH2:5][CH2:6]1.[Cl-:28].[Na+:17].[O:18]1[CH2:19][CH2:20][CH2:21][CH2:22]1.[OH-:16]>>[CH:1]1([c:7]2[n:8][c:9]3[c:10]([n:11]2[CH2:24][CH2:25][CH2:26][Cl:27])[cH:12][cH:13][cH:14][cH:15]3)[CH2:2][CH2:3][CH2:4][CH2:5][CH2:6]1. Reactants: desired acid, [Cl-].[Li+] (Lithium chloride), C12C=CC(CC1)C2 (norbornene), O (water), CC1=CC=CC2=CC=CC=C12 (1-methylnaphtalene), C1(=CC=C(C=C1)S(=O)(=O)O)C (para-toluenesulfonic acid), (Ph—(R)-Phanephos)Pd2Cl4, solution. The solvent is CC(CC)=O (2-butanone). Conditions: temperature 65 celsius. The product is C12C(CC(CC1)C2)C(=O)O (bicyclo[2.2.1]heptane-2-carboxylic acid). Yield: 39.0%. As a reaction SMILES: [Cl-].[Li+].C1(C)C=CC(S(O)(=O)=[O:10])=CC=1.C12CC(CC1)C=C2.[OH2:21].C[C:23]1[C:32]2[C:27](=[CH:28][CH:29]=[CH:30][CH:31]=2)[CH:26]=CC=1>CC(=O)CC>[CH:32]12[CH2:23][CH:29]([CH2:30][CH2:31]1)[CH2:28][CH:27]2[C:26]([OH:10])=[O:21] |f:0.1|. Procedure: Lithium chloride (8.4 mg, 0.20 mmol), para-toluenesulfonic acid (34.4 mg, 0.20 mmol), [(Ph—(R)-Phanephos)Pd2Cl4] (0.01 mmol) and norbornene (94.2 mg, 1 mmol) were weighed into a Biotage 5 ml microwave vial. A stirring bar was added and the vial was sealed with a crimp cap and put under inert atmosphere. Degassed water (between 2.5 equiv. and 15 equiv.), degassed 2-butanone (1.5 ml) and internal standard (approximately 10 μl of 1-methylnaphtalene) were added using a syringe. The solution was mixe... Reactants: [NH4+].[OH-] (NH4OH), C(C1=CC=CC=C1)N1CCC(CC1)(C(=O)OCC)NC1=CC(=CC=C1)F (ethyl 1-benzyl-4-[(3-fluorophenyl)amino]piperidine-4-carboxylate), C(C)(=O)OC(C)=O (acetic anhydride). Run in O (water). The product is C(C)(=O)N(C1(CCN(CC1)CC1=CC=CC=C1)C(=O)OCC)C1=CC(=CC=C1)F (ethyl 4-[acetyl(3-fluorophenyl)amino]-1-benzylpiperidine-4-carboxylate). Reaction SMILES: [CH2:1]([N:8]1[CH2:13][CH2:12][C:11]([NH:19][C:20]2[CH:25]=[CH:24][CH:23]=[C:22]([F:26])[CH:21]=2)([C:14]([O:16][CH2:17][CH3:18])=[O:15])[CH2:10][CH2:9]1)[C:2]1[CH:7]=[CH:6][CH:5]=[CH:4][CH:3]=1.[C:27](OC(=O)C)(=[O:29])[CH3:28].[NH4+].[OH-]>O>[C:27]([N:19]([C:20]1[CH:25]=[CH:24][CH:23]=[C:22]([F:26])[CH:21]=1)[C:11]1([C:14]([O:16][CH2:17][CH3:18])=[O:15])[CH2:12][CH2:13][N:8]([CH2:1][C:2]2[CH:3]=[CH:4][CH:5]=[CH:6][CH:7]=2)[CH2:9][CH2:10]1)(=[O:29])[CH3:28] |f:2.3|. Procedure details: A solution of 0.2 g (0.56 mmol) ethyl 1-benzyl-4-[(3-fluorophenyl)amino]piperidine-4-carboxylate in 2.6 mL (28 mmol) acetic anhydride (neat) was heated to 120° C. for 20 hr, then poured into 50 mL of a 1:1 mixture of water and concentrated NH4OH, extracted with 100 mL EtOAc, washed with water then brine, dried over MgSO4, filtered, and concentrated. Purification by automated flash chromatography (40 g silica gel cartridge 0-5% MeOH/CH2Cl2) over 15 min) afforded ethyl 4-[acetyl(3-fluorophenyl)ami... Starting materials: BrC=1C=C2NC(C=3N(C2=CC1)C=CC3)C (7-bromo-4-methyl-4,5-dihydropyrrolo[1,2-a]quinoxaline), C(C1=CC=C(C=C1)OC)(=O)Cl (p-anisoyl chloride). Yields the product BrC=1C=C2N(C(C=3N(C2=CC1)C=CC3)C)C(C3=CC=C(C=C3)OC)=O (7-Bromo-5-(4-methoxybenzoyl)-4-methyl-4,5-dihydropyrrolo[1,2-a]quinoxaline). As a reaction SMILES: [Br:1][C:2]1[CH:3]=[C:4]2[C:9](=[CH:10][CH:11]=1)[N:8]1[CH:12]=[CH:13][CH:14]=[C:7]1[CH:6]([CH3:15])[NH:5]2.[C:16](Cl)(=[O:25])[C:17]1[CH:22]=[CH:21][C:20]([O:23][CH3:24])=[CH:19][CH:18]=1>>[Br:1][C:2]1[CH:3]=[C:4]2[C:9](=[CH:10][CH:11]=1)[N:8]1[CH:12]=[CH:13][CH:14]=[C:7]1[CH:6]([CH3:15])[N:5]2[C:16](=[O:25])[C:17]1[CH:22]=[CH:21][C:20]([O:23][CH3:24])=[CH:19][CH:18]=1. Procedure details: 7-Bromo-5-(4-methoxybenzoyl)-4-methyl-4,5-dihydropyrrolo[1,2-a]quinoxaline was prepared from 7-bromo-4-methyl-4,5-dihydropyrrolo[1,2-a]quinoxaline (see Example 106, Step 1) and p-anisoyl chloride according to the procedure of Example 106, Step 2 and purified via Biotage Horizon® (25S, silica, gradient from 5% EtOAc/hexane to 40% EtOAc/hexane). MS (ESI) m/z 397/399 ([M+H]+); HRMS: calcd for C20H17BrN2O2, 396.0473; found (ESI+), 396.04740. The reactants are C(C1=CC=CC=C1)(=O)C1=CC=CC2=C1NCCO2 (5-benzoyl-3,4-dihydro-2H-1,4-benzoxazine), N1=CC=CC=C1 (pyridine), BrCC(=O)Br (bromoacetyl bromide), O (water). The solvent is C(Cl)Cl (methylene chloride), C(Cl)Cl (methylene chloride). Yields the product BrCC(=O)N1CCOC2=C1C(=CC=C2)C(C2=CC=CC=C2)=O (4-bromoacetyl-5-benzoyl-3,4-dihydro-2H-1,4-benzoxazine). Yield: 69.4%. As a reaction SMILES: [C:1]([C:9]1[C:14]2[NH:15][CH2:16][CH2:17][O:18][C:13]=2[CH:12]=[CH:11][CH:10]=1)(=[O:8])[C:2]1[CH:7]=[CH:6][CH:5]=[CH:4][CH:3]=1.N1C=CC=CC=1.[Br:25][CH2:26][C:27](Br)=[O:28].O>C(Cl)Cl>[Br:25][CH2:26][C:27]([N:15]1[C:14]2[C:9]([C:1](=[O:8])[C:2]3[CH:3]=[CH:4][CH:5]=[CH:6][CH:7]=3)=[CH:10][CH:11]=[CH:12][C:13]=2[O:18][CH2:17][CH2:16]1)=[O:28]. Procedure details: To a solution of 5-benzoyl-3,4-dihydro-2H-1,4-benzoxazine (5.74 g), pyridine (1.9 g) and methylene chloride (100 ml) was dropwise added a solution of bromoacetyl bromide (5.82 g) in methylene chloride (5 ml) at room temperature. After the mixture was stirred for 1.0 hour at the same temperature, water (100 ml) was added thereto under stirring. The organic layer was separated, washed with water, dried over magnesium sulfate and evaporated. The residue was crystallized with a mixture of diisopropy... Starting materials: CCc1ccc(C2(CCCSc3nnnn3C)OCCO2)cc1, CC(=O)O, Cl, O. The product is CCc1ccc(C(=O)CCCSc2nnnn2C)cc1. Reaction SMILES: [CH3:1][n:2]1[n:3][n:4][n:5][c:6]1[S:7][CH2:8][CH2:9][CH2:10][C:11]1([c:12]2[cH:13][cH:14][c:15]([CH2:18][CH3:19])[cH:16][cH:17]2)[O:20][CH2:23][CH2:22][O:21]1.[CH3:26][C:27](=[O:28])[OH:29].[ClH:25].[OH2:24]>>[CH3:1][n:2]1[n:3][n:4][n:5][c:6]1[S:7][CH2:8][CH2:9][CH2:10][C:11]([c:12]1[cH:13][cH:14][c:15]([CH2:18][CH3:19])[cH:16][cH:17]1)=[O:20]. Reactants: COc1cc2c(cc1OC)CC(=O)N(CCCN(C)C1CCc3cc(OC)c(OC)cc3C1)CC2, C1COCCO1, O, O=[Se]=O. Product: COc1cc2c(cc1OC)CC(N(C)CCCN1CCc3cc(OC)c(OC)cc3C(=O)C1=O)CC2. RXN SMILES: [CH3:1][O:2][c:3]1[cH:4][c:5]2[c:6]([cH:32][c:33]1[O:34][CH3:35])[CH2:7][C:8](=[O:31])[N:9]([CH2:12][CH2:13][CH2:14][N:15]([CH:16]1[CH2:17][c:18]3[cH:19][c:20]([O:28][CH3:29])[c:21]([O:26][CH3:27])[cH:22][c:23]3[CH2:24][CH2:25]1)[CH3:30])[CH2:10][CH2:11]2.[O:40]1[CH2:41][CH2:42][O:43][CH2:44][CH2:45]1.[OH2:39].[Se:36](=[O:37])=[O:38]>>[CH3:1][O:2][c:3]1[cH:4][c:5]2[c:6]([cH:32][c:33]1[O:34][CH3:35])[C:7](=[O:37])[C:8](=[O:31])[N:9]([CH2:12][CH2:13][CH2:14][N:15]([CH:16]1[CH2:17][c:18]3[cH:19][c:20]([O:28][CH3:29])[c:21]([O:26][CH3:27])[cH:22][c:23]3[CH2:24][CH2:25]1)[CH3:30])[CH2:10][CH2:11]2.